This data is from the Open Reaction Database (ORD), a public repository of structured organic reaction records. The task is: describe an organic reaction: reactants, conditions, products, and yield Starting materials: OC1=CC=C(C=C1)C=1NC(=C(N1)C(=O)NC=1SC=CN1)C1=CC=C(C=C1)OC (2-(4-Hydroxyphenyl)-5-(4-methoxyphenyl)-N-(2-thiazolyl)-imidazole-4-carboxamide), C(C)(=O)OCCO (2-hydroxyethyl acetate), C1(=CC=CC=C1)P(C1=CC=CC=C1)C1=CC=CC=C1 (triphenylphosphine), N(=NC(=O)OCC)C(=O)OCC (diethyl azodicarboxylate). Yields the product C(C)(=O)OCCOC1=CC=C(C=C1)C=1NC(=C(N1)C(=O)NC=1SC=CN1)C1=CC=C(C=C1)OC (2-(4-(2-acetoxyethyloxy)phenyl)-5-(4-methoxyphenyl)-N-(2-thiazolyl)imidazole-4-carboxamide). As a reaction SMILES: [OH:1][C:2]1[CH:7]=[CH:6][C:5]([C:8]2[NH:9][C:10]([C:21]3[CH:26]=[CH:25][C:24]([O:27][CH3:28])=[CH:23][CH:22]=3)=[C:11]([C:13]([NH:15][C:16]3[S:17][CH:18]=[CH:19][N:20]=3)=[O:14])[N:12]=2)=[CH:4][CH:3]=1.[C:29]([O:32][CH2:33][CH2:34]O)(=[O:31])[CH3:30].C1(P(C2C=CC=CC=2)C2C=CC=CC=2)C=CC=CC=1.N(C(OCC)=O)=NC(OCC)=O>>[C:29]([O:32][CH2:33][CH2:34][O:1][C:2]1[CH:7]=[CH:6][C:5]([C:8]2[NH:9][C:10]([C:21]3[CH:26]=[CH:25][C:24]([O:27][CH3:28])=[CH:23][CH:22]=3)=[C:11]([C:13]([NH:15][C:16]3[S:17][CH:18]=[CH:19][N:20]=3)=[O:14])[N:12]=2)=[CH:4][CH:3]=1)(=[O:31])[CH3:30]. Procedure details: 2-(4-Hydroxyphenyl)-5-(4-methoxyphenyl)-N-(2-thiazolyl)-imidazole-4-carboxamide, 2-hydroxyethyl acetate, triphenylphosphine and diethyl azodicarboxylate are reacted and treated in the same manner as in Example 24 to give 2-(4-(2-acetoxyethyloxy)phenyl)-5-(4-methoxyphenyl)-N-(2-thiazolyl)imidazole-4-carboxamide. Reactants: C(CCCCCCC)OC1=CC=C(C=C1)C1CNCCO1 (2-(4-octyloxy-phenyl)-morpholine), ClCCOC1OCCCC1 (2-(2-chloroethoxy)-tetrahydro-2H-pyran), C(=O)([O-])[O-].[K+].[K+] (K2CO3), [Na+].[I-] (NaI). Run in CN(C)C=O (DMF). Reaction conditions: temperature 100 celsius. Product: C(CCCCCCC)OC1=CC=C(C=C1)C1CN(CCO1)CCOC1OCCCC1 (2-(4-octyloxy-phenyl)-4-[2-(tetrahydro-pyran-2-yloxy)-ethyl]-morpholine). Yield: 71.5%. RXN SMILES: [CH2:1]([O:9][C:10]1[CH:15]=[CH:14][C:13]([CH:16]2[O:21][CH2:20][CH2:19][NH:18][CH2:17]2)=[CH:12][CH:11]=1)[CH2:2][CH2:3][CH2:4][CH2:5][CH2:6][CH2:7][CH3:8].Cl[CH2:23][CH2:24][O:25][CH:26]1[CH2:31][CH2:30][CH2:29][CH2:28][O:27]1.C([O-])([O-])=O.[K+].[K+].[Na+].[I-]>CN(C=O)C>[CH2:1]([O:9][C:10]1[CH:11]=[CH:12][C:13]([CH:16]2[O:21][CH2:20][CH2:19][N:18]([CH2:23][CH2:24][O:25][CH:26]3[CH2:31][CH2:30][CH2:29][CH2:28][O:27]3)[CH2:17]2)=[CH:14][CH:15]=1)[CH2:2][CH2:3][CH2:4][CH2:5][CH2:6][CH2:7][CH3:8] |f:2.3.4,5.6|. Procedure details: A mixture of 2-(4-octyloxy-phenyl)-morpholine (1.99 g; 6.8 mmol), 2-(2-chloroethoxy)-tetrahydro-2H-pyran (1.21 ml; 8.2 mmol), K2CO3 (1.89 g; 13.7 mmol) and NaI (0.20 g; 1.4 mmol) in DMF (15 mL) was heated to 100° C. overnight. After cooling to RT the reaction mixture was partitioned between 5% aqueous NaHCO3 solution and Et2O. The organic layer was dried (Na2SO4), filtered, and concentrated in vacuo. The residue was purified by column chromatography (SiO2, EtOAc) to afford 2-(4-octyloxy-phenyl)-... Starting materials: CC(=O)OCC1=C[C@H]2[C@H]3[C@@H]1[C@@H](OC=C3C(=O)O2)O[C@H]4[C@@H]([C@H]([C@@H]([C@H](O4)CO)O)O)O (Asperuloside), CO (methanol). Solvent: O (water). Product: COC(=O)C1=CO[C@H]([C@H]2[C@@H]1[C@H](C=C2CO)O)O[C@H]3[C@@H]([C@H]([C@@H]([C@H](O3)CO)O)O)O (deacetyl asperulosidic acid methyl ester), 50(%)-sulfuric acid. RXN SMILES: CC([O:4][CH2:5][C:6]1[C@H:10]2[C@H:11]([O:18][C@@H:19]3[O:24][C@H:23]([CH2:25][OH:26])[C@@H:22]([OH:27])[C@H:21]([OH:28])[C@H:20]3[OH:29])[O:12][CH:13]=[C:14]3[C:15]([O:17][C@H:8]([C@@H:9]23)[CH:7]=1)=[O:16])=O.[CH3:30][OH:31]>O>[CH3:30][O:31][C:15]([C:14]1[C@H:9]2[C@@H:8]([OH:17])[CH:7]=[C:6]([CH2:5][OH:4])[C@H:10]2[C@H:11]([O:18][C@@H:19]2[O:24][C@H:23]([CH2:25][OH:26])[C@@H:22]([OH:27])[C@H:21]([OH:28])[C@H:20]2[OH:29])[O:12][CH:13]=1)=[O:16]. Reported procedure: Asperuloside (1.0 g) was dissolved in distilled water (10 ml) and adjusted to pH=10 by adding a small amount of a saturated solution of BaO in methanol. This solution was allowed to stand for a few minutes to become cloudy white, which, after neutralization and concentration, was treated by silica gel column chromatography (Waco Gel C-300, 50 g, solvent: chloroform-methanol system). Silica gel column chromatography gave deacetyl asperulosidic acid methyl ester having Rf value=0.79 (chloroform-me... Starting materials: CC(C1=CC(=C(C=C1)C1=CC=CC=C1)Cl)O (α-Methyl-3-chloro-4-phenylbenzyl alcohol), aqueous suluric acid. Reagents/catalysts: [O-2].[O-2].[O-2].[Cr+6] (chromium trioxide). The solvent is CC(=O)C (acetone), CC(=O)C (acetone). The product is ClC=1C=C(C=CC1C1=CC=CC=C1)C(C)=O (3'-chloro-4'-phenylacetophenone). As a reaction SMILES: [CH3:1][CH:2]([OH:16])[C:3]1[CH:8]=[CH:7][C:6]([C:9]2[CH:14]=[CH:13][CH:12]=[CH:11][CH:10]=2)=[C:5]([Cl:15])[CH:4]=1>CC(C)=O.[O-2].[O-2].[O-2].[Cr+6]>[Cl:15][C:5]1[CH:4]=[C:3]([C:2](=[O:16])[CH3:1])[CH:8]=[CH:7][C:6]=1[C:9]1[CH:14]=[CH:13][CH:12]=[CH:11][CH:10]=1 |f:2.3.4.5|. Procedure: α-Methyl-3-chloro-4-phenylbenzyl alcohol, 28.6 g, was dissolved in 36 ml of acetone. To the resulting solution was added dropwise, with cooling and vigorous agitation, a solution of 12 g of chromium trioxide in 42 ml of 35 percent aqueous suluric acid. A large volume of acetone then was added; the aqueous layer was separated and washed with acetone. The acetone layer and acetone extracts were combined and dried over anhydrous sodium sulfate. The acetone was evaporated and the residue was distill...